From a dataset of the Open Reaction Database (ORD), a public repository of structured organic reaction records. describe an organic reaction: reactants, conditions, products, and yield Reactants: BrC1=C(C2=CN(N=C2C=C1)C)C(=O)OC (methyl 5-bromo-2-methyl-2H-indazole-4-carboxylate), [H-].[Al+3].[Li+].[H-].[H-].[H-] (lithium aluminum hydride), O.O.O.O.O.O.O.O.O.O.S(=O)(=O)([O-])[O-].[Na+].[Na+] (sodium sulfate decahydrate). Run in O1CCCC1 (tetrahydrofuran), O1CCCC1 (tetrahydrofuran). Reaction conditions: time 15 minute. The product is BrC1=C(C2=CN(N=C2C=C1)C)CO ((5-bromo-2-methyl-2H-indazol-4-yl)methanol). Yield: 72.8%. Reaction SMILES: [H-].[Al+3].[Li+].[H-].[H-].[H-].[Br:7][C:8]1[CH:16]=[CH:15][C:14]2[C:10](=[CH:11][N:12]([CH3:17])[N:13]=2)[C:9]=1[C:18](OC)=[O:19].O.O.O.O.O.O.O.O.O.O.S([O-])([O-])(=O)=O.[Na+].[Na+]>O1CCCC1>[Br:7][C:8]1[CH:16]=[CH:15][C:14]2[C:10](=[CH:11][N:12]([CH3:17])[N:13]=2)[C:9]=1[CH2:18][OH:19] |f:0.1.2.3.4.5,7.8.9.10.11.12.13.14.15.16.17.18.19|. Procedure details: To a suspension of lithium aluminum hydride (152 mg, 4.00 mmol) in tetrahydrofuran (15 mL) was added a solution of methyl 5-bromo-2-methyl-2H-indazole-4-carboxylate (534 mg, 2.00 mmol) in tetrahydrofuran (5 mL) at 0° C., and the mixture was stirred at room temperature for 15 min. To the reaction solution was added sodium sulfate decahydrate (1.5 g), and the mixture was stirred for 15 min and filtered through celite. The filtrate was concentrated under reduced pressure and the residue was purifie... Starting materials: Cl.C(CCC)C1=CC=C(C=C1)C#CC1=CC=C(CNC2=CC3=C(OC(OC3=O)(C)C)C=C2)C=C1 (6-({4-[(4-butylphenyl)ethynyl]benzyl}amino)-2,2-dimethyl-4H-1,3-benzodioxin-4-one hydrochloride), C(CCCCC)C1=CC=C(C(=O)Cl)C=C1 (4-hexylbenzoyl chloride). The product is C(CCC)C1=CC=C(C=C1)C#CC1=CC=C(CN(C(C2=CC=C(C=C2)CCCCCC)=O)C2=CC3=C(OC(OC3=O)(C)C)C=C2)C=C1 (N-{4-[(4-butylphenyl)ethynyl]benzyl}-N-(2,2-dimethyl-4-oxo-4H-1,3-benzodioxin-6-yl)-4-hexylbenzamide). Reaction SMILES: Cl.[CH2:2]([C:6]1[CH:11]=[CH:10][C:9]([C:12]#[C:13][C:14]2[CH:34]=[CH:33][C:17]([CH2:18][NH:19][C:20]3[CH:32]=[CH:31][C:23]4[O:24][C:25]([CH3:30])([CH3:29])[O:26][C:27](=[O:28])[C:22]=4[CH:21]=3)=[CH:16][CH:15]=2)=[CH:8][CH:7]=1)[CH2:3][CH2:4][CH3:5].[CH2:35]([C:41]1[CH:49]=[CH:48][C:44]([C:45](Cl)=[O:46])=[CH:43][CH:42]=1)[CH2:36][CH2:37][CH2:38][CH2:39][CH3:40]>>[CH2:2]([C:6]1[CH:7]=[CH:8][C:9]([C:12]#[C:13][C:14]2[CH:34]=[CH:33][C:17]([CH2:18][N:19]([C:20]3[CH:32]=[CH:31][C:23]4[O:24][C:25]([CH3:30])([CH3:29])[O:26][C:27](=[O:28])[C:22]=4[CH:21]=3)[C:45](=[O:46])[C:44]3[CH:48]=[CH:49][C:41]([CH2:35][CH2:36][CH2:37][CH2:38][CH2:39][CH3:40])=[CH:42][CH:43]=3)=[CH:16][CH:15]=2)=[CH:10][CH:11]=1)[CH2:3][CH2:4][CH3:5] |f:0.1|. Reported procedure: The titled compound was prepared following the procedure K using 6-({4-[(4-butylphenyl)ethynyl]benzyl}amino)-2,2-dimethyl-4H-1,3-benzodioxin-4-one hydrochloride and 4-hexylbenzoyl chloride as a yellow oil (85%). HPLC, Rt: 6.45 min (Purity: 99.8%). Reactants: [N+](=O)([O-])C1=C2C=CC(=NC2=CC=C1)Cl (5-nitro-2-chloroquinoline), NC1=CC=CC=2CC(OC21)(C)C (7-amino-2,3-dihydro-2,2-dimethylbenzofuran), N1C=CC=2C(=CC=CC12)C=O (indole-4-carboxaldehyde). Product: CC1(OC2=C(C1)C=CC=C2NC2=NC=1C=CC=C(C1C=C2)NCC2=C1C=CNC1=CC=C2)C (N2-(2,2-Dimethyl-2,3-dihydro-benzofuran-7-yl)-N5-(1H-indol-4-ylmethyl)-quinoline-2,5-diamine). Reaction SMILES: [N+:1]([C:4]1[CH:13]=[CH:12][CH:11]=[C:10]2[C:5]=1[CH:6]=[CH:7][C:8](Cl)=[N:9]2)([O-])=O.[NH2:15][C:16]1[C:24]2[O:23][C:22]([CH3:26])([CH3:25])[CH2:21][C:20]=2[CH:19]=[CH:18][CH:17]=1.[NH:27]1[C:35]2[CH:34]=[CH:33][CH:32]=[C:31]([CH:36]=O)[C:30]=2[CH:29]=[CH:28]1>>[CH3:25][C:22]1([CH3:26])[CH2:21][C:20]2[CH:19]=[CH:18][CH:17]=[C:16]([NH:15][C:8]3[CH:7]=[CH:6][C:5]4[C:4]([NH:1][CH2:36][C:31]5[CH:32]=[CH:33][CH:34]=[C:35]6[C:30]=5[CH:29]=[CH:28][NH:27]6)=[CH:13][CH:12]=[CH:11][C:10]=4[N:9]=3)[C:24]=2[O:23]1. Reported procedure: The title compound, MS: m/e=435.3 (M+H+), was prepared from 5-nitro-2-chloroquinoline, 7-amino-2,3-dihydro-2,2-dimethylbenzofuran (CAS 68298-46-4) and indole-4-carboxaldehyde as described in example 26. Starting materials: Cl.Cl.Cl.Cl.Cl.Cl.Cl.C(N)(=N)NN=C(NC1=CC(=CC(=C1)C(C)=NNC(N)=N)C(C)=NNC(N)=N)NCCCN(CCCNC(NC1=CC(=CC(=C1)C(C)=NNC(N)=N)C(C)=NNC(N)=N)=NNC(N)=N)CCCNC(=O)NC1=CC(=CC(=C1)C(C)=O)C(C)=O (tris(3-[([(3,5-diacetylphenyl)amino]carbonyl)amino]propyl)amine hexakis(amidinohydrazone)heptahydrochloride), C(C)(=O)C=1C=C(C=C(C1)C(C)=O)N=C=O (3,5-Diacetylphenyl isocyanate), NCCCN(CCCN)CCCN (tris(3-aminopropyl)amine). The solvent is O1CCCC1 (tetrahydrofuran). The product is C(C)(=O)C=1C=C(C=C(C1)C(C)=O)NC(=O)NCCCN(CCCNC(=O)NC1=CC(=CC(=C1)C(C)=O)C(C)=O)CCCNC(=O)NC1=CC(=CC(=C1)C(C)=O)C(C)=O (tris(3-[([(3,5-diacetylphenyl)amino]carbonyl)amino]propyl)amine). As a reaction SMILES: Cl.Cl.Cl.Cl.Cl.Cl.Cl.C(NN=C(NCCCN(CCCN[C:75]([NH:77][C:78]1[CH:83]=[C:82]([C:84](=[O:86])[CH3:85])[CH:81]=[C:80]([C:87](=[O:89])[CH3:88])[CH:79]=1)=[O:76])CCCNC(=NNC(=N)N)NC1C=C(C(=NNC(=N)N)C)C=C(C(=NNC(=N)N)C)C=1)NC1C=C(C(=NNC(=N)N)C)C=C(C(=NNC(=N)N)C)C=1)(=N)N.[C:90]([C:93]1[CH:94]=[C:95]([N:102]=[C:103]=[O:104])[CH:96]=[C:97]([C:99](=[O:101])[CH3:100])[CH:98]=1)(=[O:92])[CH3:91].[NH2:105][CH2:106][CH2:107][CH2:108][N:109]([CH2:114][CH2:115][CH2:116][NH2:117])[CH2:110][CH2:111][CH2:112][NH2:113]>O1CCCC1>[C:99]([C:97]1[CH:96]=[C:95]([NH:102][C:103]([NH:105][CH2:106][CH2:107][CH2:108][N:109]([CH2:114][CH2:115][CH2:116][NH:117][C:75]([NH:77][C:78]2[CH:79]=[C:80]([C:87](=[O:89])[CH3:88])[CH:81]=[C:82]([C:84](=[O:86])[CH3:85])[CH:83]=2)=[O:76])[CH2:110][CH2:111][CH2:112][NH:113][C:75]([NH:77][C:78]2[CH:83]=[C:82]([C:84](=[O:86])[CH3:85])[CH:81]=[C:80]([C:87](=[O:89])[CH3:88])[CH:79]=2)=[O:76])=[O:104])[CH:94]=[C:93]([C:90](=[O:92])[CH3:91])[CH:98]=1)(=[O:101])[CH3:100] |f:0.1.2.3.4.5.6.7|. Procedure details: Compound 36, FIG. 7H.36: 3,5-Diacetylphenyl isocyanate (0.4 g) and tris(3-aminopropyl)amine (0.12 g) in tetrahydrofuran (5 mL) were stirred at r.t. for 30 min. Filtration gave 0.32 g of tris(3-[([(3,5-diacetylphenyl)amino]carbonyl)amino]propyl)amine, mp 147-8 C. This hexaketone (0.4 g) and aminoguanidine dihydrochloride (0.49 g) were heated in methanol (3 mL) for 4 hours. Addition of ethanol and filtration gave 0.58 g of tris(3-[([(3,5-diacetylphenyl)amino]carbonyl)amino]propyl)amine hexakis(ami... Reactants: C=1C=CC(=CC1)NC=2C=CC(=CC2)NC=3C=CC=CC3 (N,N′-diphenyl-p-phenylenediamine), IC1=CC=CC=C1 (iodobenzene), C(=O)([O-])[O-].[K+].[K+] (K2CO3), II (I2). Reagents/catalysts: [Cu] (copper). Run in [N+](=O)([O-])C1=CC=CC=C1 (nitrobenzene). Yields the product C1(=CC=CC=C1)N(C1=CC=C(C=C1)N(C1=CC=CC=C1)C1=CC=CC=C1)C1=CC=CC=C1 (N,N,N′,N′-tetraphenyl-p-phenylenediamine). The yield is 111.3%. Reaction SMILES: [CH:1]1[CH:2]=[CH:3][C:4]([NH:7][C:8]2[CH:9]=[CH:10][C:11]([NH:14][C:15]3[CH:16]=[CH:17][CH:18]=[CH:19][CH:20]=3)=[CH:12][CH:13]=2)=[CH:5][CH:6]=1.I[C:22]1[CH:27]=[CH:26][CH:25]=[CH:24][CH:23]=1.C([O-])([O-])=O.[K+].[K+].II>[Cu].[N+](C1C=CC=CC=1)([O-])=O>[C:15]1([N:14]([C:1]2[CH:2]=[CH:3][CH:4]=[CH:5][CH:6]=2)[C:11]2[CH:12]=[CH:13][C:8]([N:7]([C:22]3[CH:27]=[CH:26][CH:25]=[CH:24][CH:23]=3)[C:4]3[CH:3]=[CH:2][CH:1]=[CH:6][CH:5]=3)=[CH:9][CH:10]=2)[CH:20]=[CH:19][CH:18]=[CH:17][CH:16]=1 |f:2.3.4|. Procedure details: 41.4 g of N,N′-diphenyl-p-phenylenediamine, 66 g of iodobenzene, 100 ml of nitrobenzene, 45 g of K2CO3, 10.8 g of copper powder, and I2 (trace) were put in a four-neck flask of 300-milliliter volume, and were refluxed gently over 24 hours by stirring the same while removing generated water by reflux. Subsequently, steam distillation was carried out, and when a distillate no longer came out, residues were filtered out after cooling, washed with water, and extracted using toluene. After removing t... The reactants are CCO, O=[N+]([O-])c1ccc(N2CCC2)cn1. Product: Nc1ccc(N2CCC2)cn1. RXN SMILES: [CH3:14][CH2:15][OH:16].[N:1]1([c:5]2[cH:6][cH:7][c:8]([N+:11]([O-:12])=[O:13])[n:9][cH:10]2)[CH2:2][CH2:3][CH2:4]1>>[N:1]1([c:5]2[cH:6][cH:7][c:8]([NH2:11])[n:9][cH:10]2)[CH2:2][CH2:3][CH2:4]1. The reactants are COC1=CC2=CC[C@H]3[C@@H]4CCC([C@@]4(C)CC[C@@]3([C@]2(CC1)C)O)=O (3-methoxy-9α-hydroxyandrosta-3,5-dien-17-one), [N+](#[C-])CC(=O)OCC (Ethyl isocyanoacetate), CC(C)([O-])C.[K+] (potassium tert. butoxide). Run in O1CCCC1 (tetrahydrofuran), O1CCCC1 (tetrahydrofuran), O1CCCC1 (tetrahydrofuran). Run at time 4 hour. Yields the product C(=O)N\C(\C(=O)OCC)=C/1\CC[C@H]2[C@@H]3CCC4=CC(CC[C@]4(C)[C@]3(CC[C@]12C)O)=O (Ethyl (20Z)-20-formamido-9α-hydroxy-3-oxopregna-4,17(20)-dien-21-oate). Reaction SMILES: [N+:1]([CH2:3][C:4]([O:6][CH2:7][CH3:8])=[O:5])#[C-:2].CC(C)([O-:12])C.[K+].C[O:16][C:17]1[CH2:34][CH2:33][C@@:32]2([CH3:35])[C:19](=[CH:20][CH2:21][C@@H:22]3[C@:31]2([OH:36])[CH2:30][CH2:29][C@@:27]2([CH3:28])[C@H:23]3[CH2:24][CH2:25][C:26]2=O)[CH:18]=1>O1CCCC1>[CH:2]([NH:1]/[C:3](=[C:26]1/[CH2:25][CH2:24][C@@H:23]2[C@:27]/1([CH3:28])[CH2:29][CH2:30][C@@:31]1([OH:36])[C@H:22]2[CH2:21][CH2:20][C:19]2[C@:32]1([CH3:35])[CH2:33][CH2:34][C:17](=[O:16])[CH:18]=2)/[C:4]([O:6][CH2:7][CH3:8])=[O:5])=[O:12] |f:1.2|. Reported procedure: Ethyl isocyanoacetate (1.64 g) in dry tetrahydrofuran (8 ml) was added slowly to a stirred suspension of potassium tert. butoxide (1.71 g) in dry tetrahydrofuran (60 ml) so that the temperature did not rise above 5° C. A solution of 3-methoxy-9α-hydroxyandrosta-3,5-dien-17-one (3.22 g) in dry tetrahydrofuran (15 ml) was added dropwise at 0° C. and the mixture was stirred at room temperature for 4 hours. Most of tetrahydrofuran was removed under reduced pressure and the product was taken up in co... The reactants are OCCCNCc1ccccc1, Cn1ncc(Cl)c(Cl)c1=O, Cl, O. Product: Cn1ncc(N(CCCO)Cc2ccccc2)c(Cl)c1=O. RXN SMILES: [CH2:11]([c:12]1[cH:13][cH:14][cH:15][cH:16][cH:17]1)[NH:18][CH2:19][CH2:20][CH2:21][OH:22].[Cl:1][c:2]1[c:3](=[O:10])[n:4]([CH3:9])[n:5][cH:6][c:7]1[Cl:8].[ClH:23].[OH2:24]>>[Cl:1][c:2]1[c:3](=[O:10])[n:4]([CH3:9])[n:5][cH:6][c:7]1[N:18]([CH2:11][c:12]1[cH:13][cH:14][cH:15][cH:16][cH:17]1)[CH2:19][CH2:20][CH2:21][OH:22].